Dataset: the Open Reaction Database (ORD), a public repository of structured organic reaction records. Task: describe an organic reaction: reactants, conditions, products, and yield Reactants: N1(CCN(CC1)CC(=O)OCC)CC(=O)OC(C)(C)C (tert-butyl ethyl 2,2′-piperazine-1,4-diyldiacetate), Cl.C(C)(=O)OCC (hydrogen chloride ethyl acetate). Run at time 2 hour. Yields the product Cl.Cl.C(C)OC(CN1CCN(CC1)CC(=O)O)=O ([4-(2-ethoxy-2-oxoethyl)piperazin-1-yl]acetic acid dihydrochloride). As a reaction SMILES: [N:1]1([CH2:13][C:14]([O:16]C(C)(C)C)=[O:15])[CH2:6][CH2:5][N:4]([CH2:7][C:8]([O:10][CH2:11][CH3:12])=[O:9])[CH2:3][CH2:2]1.[ClH:21].C(OCC)(=O)C>>[ClH:21].[ClH:21].[CH2:11]([O:10][C:8](=[O:9])[CH2:7][N:4]1[CH2:5][CH2:6][N:1]([CH2:13][C:14]([OH:16])=[O:15])[CH2:2][CH2:3]1)[CH3:12] |f:1.2,3.4.5|. Procedure details: To 4.8 g of tert-butyl ethyl 2,2′-piperazine-1,4-diyldiacetate was added 20 mL of a 4M hydrogen chloride/ethyl acetate solution, followed by stirring for 2 hours at room temperature. The generated insoluble material was collected by filtration, thereby obtaining 4.0 g of [4-(2-ethoxy-2-oxoethyl)piperazin-1-yl]acetic acid dihydrochloride. Reactants: COC1=CC=C(CCBr)C=C1 (4-methoxyphenethyl bromide), NC(COC(C1=CC=CC=C1)C1=CC=CC=C1)(C)C (2-amino-1-diphenylmethoxy-2-methylpropane). Yields the product C1(=CC=CC=C1)C(OCC(C)(C)NCCC1=CC=C(C=C1)OC)C1=CC=CC=C1 (1-Diphenylmethoxy-2-(4-methoxyphenethylamino)-2-methylpropane), oil. Yield: 33.0%. As a reaction SMILES: [CH3:1][O:2][C:3]1[CH:11]=[CH:10][C:6]([CH2:7][CH2:8]Br)=[CH:5][CH:4]=1.[NH2:12][C:13]([CH3:30])([CH3:29])[CH2:14][O:15][CH:16]([C:23]1[CH:28]=[CH:27][CH:26]=[CH:25][CH:24]=1)[C:17]1[CH:22]=[CH:21][CH:20]=[CH:19][CH:18]=1>>[C:17]1([CH:16]([C:23]2[CH:28]=[CH:27][CH:26]=[CH:25][CH:24]=2)[O:15][CH2:14][C:13]([NH:12][CH2:8][CH2:7][C:6]2[CH:10]=[CH:11][C:3]([O:2][CH3:1])=[CH:4][CH:5]=2)([CH3:30])[CH3:29])[CH:18]=[CH:19][CH:20]=[CH:21][CH:22]=1. Procedure details: The title compound was prepared as described in Example 1 using 4-methoxyphenethyl bromide and 2-amino-1-diphenylmethoxy-2-methylpropane (see Preparation 1). The title compound was obtained as a colourless oil (378 mg, 33%). Procedure details: 5-(4-Methoxyphenyl)-isoxazole-3-carboxaldehyde (200 mg) was condensed with 3,4-dimethoxybenzyl cyanide (174 mg) through Method A (production step 2), to thereby yield the target product (yield: 127 mg, 36%). Isolated yield 35.7%. RXN SMILES: [CH3:1][O:2][C:3]1[CH:8]=[CH:7][C:6]([C:9]2[O:13][N:12]=[C:11]([CH:14]=O)[CH:10]=2)=[CH:5][CH:4]=1.[CH3:16][O:17][C:18]1[CH:19]=[C:20]([CH:24]=[CH:25][C:26]=1[O:27][CH3:28])[CH2:21][C:22]#[N:23]>>[CH3:16][O:17][C:18]1[CH:19]=[C:20](/[C:21](=[CH:14]/[C:11]2[CH:10]=[C:9]([C:6]3[CH:5]=[CH:4][C:3]([O:2][CH3:1])=[CH:8][CH:7]=3)[O:13][N:12]=2)/[C:22]#[N:23])[CH:24]=[CH:25][C:26]=1[O:27][CH3:28]. Yields the product COC=1C=C(C=CC1OC)/C(/C#N)=C/C1=NOC(=C1)C1=CC=C(C=C1)OC ((Z)-2-(3,4-dimethoxy-phenyl)-3-[5-(4-methoxy-phenyl)-isoxazol-3-yl]-acrylonitrile). Reactants: COC1=CC=C(C=C1)C1=CC(=NO1)C=O (5-(4-Methoxyphenyl)-isoxazole-3-carboxaldehyde), COC=1C=C(CC#N)C=CC1OC (3,4-dimethoxybenzyl cyanide). Starting materials: N (ammonia), resultant solution, CO (methyl alcohol), C(C)(=O)OCC=1CS[C@H]2N(C1C(=O)O)C(C2N)=O (3-acetoxymethyl-7-amino-3-cephem-4-carboxylic acid), NC1=NC(N(C(=C1C)N)C)=S (4,6-diamino-1,5-dimethyl-2-(1H)-pyrimidinethione), boron trifluoride diethylether, ice water. Solvent: C(C)#N (acetonitrile), O1CCOCC1 (dioxane). Reaction conditions: temperature 0 celsius, time 5 hour. The product is NC1[C@@H]2N(C(=C(CS2)CSC2=[N+](C(=C(C(=N2)N)C)N)C)C(=O)[O-])C1=O (7-amino-3-(4,6-diamino-1,5-dimethyl-pyrimidinium-2-yl)thiomethyl-3-cephem-4-carboxylate). Yield: 79.1%. Reaction SMILES: C(O[CH2:5][C:6]1[CH2:7][S:8][C@@H:9]2[CH:16]([NH2:17])[C:15](=[O:18])[N:10]2[C:11]=1[C:12]([OH:14])=[O:13])(=O)C.[NH2:19][C:20]1[C:25]([CH3:26])=[C:24]([NH2:27])[N:23]([CH3:28])[C:22](=[S:29])[N:21]=1.CO.N>C(#N)C.O1CCOCC1>[NH2:17][CH:16]1[C:15](=[O:18])[N:10]2[C:11]([C:12]([O-:14])=[O:13])=[C:6]([CH2:5][S:29][C:22]3[N:21]=[C:20]([NH2:19])[C:25]([CH3:26])=[C:24]([NH2:27])[N+:23]=3[CH3:28])[CH2:7][S:8][C@H:9]12. Procedure: Under an anhydrous condition, a solution containing 2.72 g of 3-acetoxymethyl-7-amino-3-cephem-4-carboxylic acid and 1.70 g of 4,6-diamino-1,5-dimethyl-2-(1H)-pyrimidinethione suspended in a mixture of 10 ml of dry acetonitrile and 10 ml of dioxane was cooled to 0° C.; and 4.8 ml of boron trifluoride diethylether was added. The temperature of the reaction solution was increased to 50° C.; the solution was stirred for five hours; and then 10 ml of methyl alcohol was added. The resultant solution ... Procedure details: A 25-mL round-bottomed flask equipped with a reflux condenser was charged with ethyl 5,6-dihydro-4H-pyrrolo[1,2-b]pyrazole-2-carboxylate (540 mg, 3.0 mmol), 2N Aqueous sodium hydroxide solution (3.5 mL), and 1,4-dioxane (3.0 mL). The system was heated at 65° C. for 2.5 h. It was then cooled to room temperature and adjusted the pH to 2-3 with concentrated HCl. The solid was collected by filtration to afford 162a (260 mg, 57%) as a yellow solid. MS-ESI: [M+H]+ 153.3 Yield: 57.0%. Product: N=1N2C(=CC1C(=O)O)CCC2 (5,6-Dihydro-4H-pyrrolo[1,2-b]pyrazole-2-carboxylic Acid). Solvent: O1CCOCC1 (1,4-dioxane). Run at temperature 65 celsius. Reactants: N=1N2C(=CC1C(=O)OCC)CCC2 (ethyl 5,6-dihydro-4H-pyrrolo[1,2-b]pyrazole-2-carboxylate), [OH-].[Na+] (sodium hydroxide), Cl (HCl). Reaction SMILES: [N:1]1[N:2]2[CH2:13][CH2:12][CH2:11][C:3]2=[CH:4][C:5]=1[C:6]([O:8]CC)=[O:7].[OH-].[Na+].Cl>O1CCOCC1>[N:1]1[N:2]2[CH2:13][CH2:12][CH2:11][C:3]2=[CH:4][C:5]=1[C:6]([OH:8])=[O:7] |f:1.2|. The reactants are CCC(=O)C1=CCCCC1, CCO, C1=NCCc2ccccc21, Cl, O. Yields the product CC1C(=O)C2CCCCC2N2CCc3ccccc3C12. RXN SMILES: [CH2:12]([CH3:13])[C:14](=[O:15])[C:16]1=[CH:17][CH2:18][CH2:19][CH2:20][CH2:21]1.[CH3:23][CH2:24][OH:25].[CH:2]1=[N:3][CH2:4][CH2:5][c:6]2[cH:7][cH:8][cH:9][cH:10][c:11]21.[ClH:1].[OH2:22]>>[CH:2]12[N:3]([CH2:4][CH2:5][c:6]3[cH:7][cH:8][cH:9][cH:10][c:11]31)[CH:17]1[CH:16]([C:14](=[O:15])[CH:12]2[CH3:13])[CH2:21][CH2:20][CH2:19][CH2:18]1. Reactants: COc1c(C)c(C)c2c(c1C)CCC(C)(CC(=O)O)O2, CN(C)C=O, O=S(Cl)Cl, c1ccccc1. The product is COc1c(C)c(C)c2c(c1C)CCC(C)(CC(=O)Cl)O2. Reaction SMILES: [CH3:1][O:2][c:3]1[c:4]([CH3:20])[c:5]([CH3:19])[c:6]2[c:7]([c:17]1[CH3:18])[CH2:8][CH2:9][C:10]([CH3:12])([CH2:13][C:14](=[O:15])[OH:16])[O:11]2.[CH3:21][N:22]([CH3:23])[CH:24]=[O:25].[S:26]([Cl:27])([Cl:28])=[O:29].[cH:30]1[cH:31][cH:32][cH:33][cH:34][cH:35]1>>[CH3:1][O:2][c:3]1[c:4]([CH3:20])[c:5]([CH3:19])[c:6]2[c:7]([c:17]1[CH3:18])[CH2:8][CH2:9][C:10]([CH3:12])([CH2:13][C:14](=[O:15])[Cl:28])[O:11]2. Starting materials: OC=1C(C2=CC=CC=C2C(C1)=O)=O (2-hydroxy-1,4-naphthoquinone), BrCCCCC(=O)OCC1=CC=CC=C1 (benzyl 5-bromovalerate). Reagents/catalysts: [Ag] (silver). Solvent: C1=CC=CC=C1 (benzene). The product is O=C1C(C=C(C2=CC=CC=C12)OCCCCC(=O)OCC1=CC=CC=C1)=O (Benzyl 5-[(1,2-dihydro-1,2-dioxonaphth-4-yl)oxy]valerate). As a reaction SMILES: Br[CH2:2][CH2:3][CH2:4][CH2:5][C:6]([O:8][CH2:9][C:10]1[CH:15]=[CH:14][CH:13]=[CH:12][CH:11]=1)=[O:7].[OH:16][C:17]1[C:18](=[O:28])[C:19]2[C:24]([C:25](=[O:27])[CH:26]=1)=[CH:23][CH:22]=[CH:21][CH:20]=2>C1C=CC=CC=1.[Ag]>[O:28]=[C:18]1[C:19]2[C:24](=[CH:23][CH:22]=[CH:21][CH:20]=2)[C:25]([O:27][CH2:2][CH2:3][CH2:4][CH2:5][C:6]([O:8][CH2:9][C:10]2[CH:15]=[CH:14][CH:13]=[CH:12][CH:11]=2)=[O:7])=[CH:26][C:17]1=[O:16]. Reported procedure: A mixture of benzyl 5-bromovalerate (2.27 g, 8.4 mmol) and the silver salt of 2-hydroxy-1,4-naphthoquinone (1.63 g, 5.81 mmol) in benzene (8 mL) was stirred for 48 h at 55° C. and filtered through celite. The filtrate was diluted with diethyl ether, extracted with a 20% aqueous solution of NaHSO3 then basified to pH 10-11 with Na2CO3, and extracted with CH2Cl2. Yellow solid (1.334 g, 63%). 1H NMR (CDCl3) 8.12 (d, J=7.5 Hz, 1H), 7.85 (d, J=7.7 Hz, 1H), 7.68 (t, J=7.5, 1H), 7.58 (t, J=7.7 Hz, 1H),...